Dataset: the Open Reaction Database (ORD), a public repository of structured organic reaction records. Task: describe an organic reaction: reactants, conditions, products, and yield Reactants: COC(=O)CBr, O=C([O-])[O-], CC(C)=O, [I-], [K+], [K+], CCCCCCCCCCNC(=O)c1cc(N)cc(C(=O)NCCCCCCCCCC)c1, [Na+], CN(C)C=O, O. Product: CCCCCCCCCCNC(=O)c1cc(NCC(=O)OC)cc(C(=O)NCCCCCCCCCC)c1. As a reaction SMILES: [Br:34][CH2:35][C:36](=[O:37])[O:38][CH3:39].[C:40](=[O:41])([O-:42])[O-:43].[CH3:48][C:49](=[O:50])[CH3:51].[I-:47].[K+:44].[K+:45].[NH2:1][c:2]1[cH:3][c:4]([C:21](=[O:22])[NH:23][CH2:24][CH2:25][CH2:26][CH2:27][CH2:28][CH2:29][CH2:30][CH2:31][CH2:32][CH3:33])[cH:5][c:6]([C:8](=[O:9])[NH:10][CH2:11][CH2:12][CH2:13][CH2:14][CH2:15][CH2:16][CH2:17][CH2:18][CH2:19][CH3:20])[cH:7]1.[Na+:46].[O:52]=[CH:53][N:54]([CH3:55])[CH3:56].[OH2:57]>>[NH:1]([c:2]1[cH:3][c:4]([C:21](=[O:22])[NH:23][CH2:24][CH2:25][CH2:26][CH2:27][CH2:28][CH2:29][CH2:30][CH2:31][CH2:32][CH3:33])[cH:5][c:6]([C:8](=[O:9])[NH:10][CH2:11][CH2:12][CH2:13][CH2:14][CH2:15][CH2:16][CH2:17][CH2:18][CH2:19][CH3:20])[cH:7]1)[CH2:35][C:36](=[O:37])[O:38][CH3:39]. Starting materials: CCO, C1=CCC=CC1, CCC(NC(=O)C(F)(F)F)C(=O)NCCNC(=O)OCc1ccccc1. The product is CCC(NC(=O)C(F)(F)F)C(=O)NCCN. As a reaction SMILES: [CH3:33][CH2:34][OH:35].[CH:27]1=[CH:32][CH2:31][CH:30]=[CH:29][CH2:28]1.[F:1][C:2]([C:3](=[O:4])[NH:5][CH:6]([C:7](=[O:8])[NH:9][CH2:10][CH2:11][NH:12][C:13](=[O:14])[O:15][CH2:16][c:17]1[cH:18][cH:19][cH:20][cH:21][cH:22]1)[CH2:23][CH3:24])([F:25])[F:26]>>[F:1][C:2]([C:3](=[O:4])[NH:5][CH:6]([C:7](=[O:8])[NH:9][CH2:10][CH2:11][NH2:12])[CH2:23][CH3:24])([F:25])[F:26]. Reactants: [I-].C[S+](=O)(C)C (trimethylsulfoxonium iodide), [H-].[Na+] (sodium hydride), C(C)(C)(C)OC(=O)NC=1C=CC(=C(CN(C(OC(C)(C)C)=O)C)C1)C(=C)C#N (tert-Butyl 5-((tert-butoxycarbonyl)amino)-2-(1-cyanovinyl)benzyl(methyl)carbamate). Run in CS(=O)C (DMSO), CS(=O)C (DMSO). Run at time 2 hour. The product is C(C)(C)(C)OC(=O)NC=1C=CC(=C(CN(C(OC(C)(C)C)=O)C)C1)C1(CC1)C#N (tert-Butyl 5-((tert-butoxycarbonyl)amino)-2-(1-cyanocyclopropyl)benzyl(methyl)carbamate). Isolated yield 49.7%. RXN SMILES: [H-].[Na+].[I-].[CH3:4][S+](C)(C)=O.[C:9]([O:13][C:14]([NH:16][C:17]1[CH:18]=[CH:19][C:20]([C:33]([C:35]#[N:36])=[CH2:34])=[C:21]([CH:32]=1)[CH2:22][N:23]([CH3:31])[C:24](=[O:30])[O:25][C:26]([CH3:29])([CH3:28])[CH3:27])=[O:15])([CH3:12])([CH3:11])[CH3:10]>CS(C)=O>[C:9]([O:13][C:14]([NH:16][C:17]1[CH:18]=[CH:19][C:20]([C:33]2([C:35]#[N:36])[CH2:4][CH2:34]2)=[C:21]([CH:32]=1)[CH2:22][N:23]([CH3:31])[C:24](=[O:30])[O:25][C:26]([CH3:27])([CH3:28])[CH3:29])=[O:15])([CH3:10])([CH3:11])[CH3:12] |f:0.1,2.3|. Reported procedure: To a suspension of sodium hydride (0.019 g, 0.795 mmol) in DMSO (2 mL), was added trimethylsulfoxonium iodide (0.191 g, 0.867 mmol). The mixture was stirred at rt for 2 h. To the resultant clear solution was added to a solution of 36F (0.280 g, 0.723 mmol) in DMSO (2 mL) to give a yellow solution. The mixture was stirred at rt for 1 h, then at 60° C. for 5 h. Reaction mixture was quenched with sat. NH4Cl (10 mL), extracted with EtOAc (4×25 mL). Combined organic phase was washed with water (2×25 ... Reactants: N1C(C2(C3=CC=CC=C13)COC1=CC3=C(OCCO3)C=C12)=O (2,3-dihydrospiro[furo[2,3-g][1,4]benzodioxine-8,3′-indol]-2′(1′H)-one), BrCC1OCCCC1 (2-(bromomethyl)tetrahydro-2H-pyran), N1C(C2(C3=CC=CC=C13)C1=C(OC2)C=C2OCCC2=C1)=O (5,6-dihydrospiro[benzo[1,2-b:5,4-b′]difuran-3,3′-indol]-2′(1′H)-one), BrCC1CCOCC1 (4-(bromomethyl)tetrahydro-2H-pyran). Yields the product O1CCC(CC1)CN1C(C2(C3=CC=CC=C13)COC1=CC3=C(OCCO3)C=C12)=O (1′-(tetrahydro-2H-pyran-4-ylmethyl)-2,3-dihydrospiro[furo[2,3-g][1,4]benzodioxine-8,3′-indol]-2′(1′H)-one). RXN SMILES: [NH:1]1[C:9]2[C:4](=[CH:5][CH:6]=[CH:7][CH:8]=2)[C:3]2([C:21]3[C:12](=[CH:13][C:14]4[O:19][CH2:18][CH2:17][O:16][C:15]=4[CH:20]=3)[O:11][CH2:10]2)[C:2]1=[O:22].N1C2C(=CC=CC=2)C2(COC3C=[C:37]4[C:41](=[CH:42][C:32]2=3)[CH2:40][CH2:39][O:38]4)C1=O.BrCC1CCOCC1.BrCC1CCCCO1>>[O:38]1[CH2:39][CH2:40][CH:41]([CH2:37][N:1]2[C:9]3[C:4](=[CH:5][CH:6]=[CH:7][CH:8]=3)[C:3]3([C:21]4[C:12](=[CH:13][C:14]5[O:19][CH2:18][CH2:17][O:16][C:15]=5[CH:20]=4)[O:11][CH2:10]3)[C:2]2=[O:22])[CH2:42][CH2:32]1. Reported procedure: Following the procedure as described in EXAMPLE 4 and making non-critical variations using 2,3-dihydrospiro[furo[2,3-g][1,4]benzodioxine-8,3′-indol]-2′(1′H)-one to replace 5,6-dihydrospiro[benzo[1,2-b:5,4-b′]difuran-3,3′-indol]-2′(1′H)-one, and 4-(bromomethyl)tetrahydro-2H-pyran to replace 2-(bromomethyl)tetrahydro-2H-pyran, 1′-(tetrahydro-2H-pyran-4-ylmethyl)-2,3-dihydrospiro[furo[2,3-g][1,4]benzodioxine-8,3′-indol]-2′(1′H)-one was obtained (95%) as a colorless solid: mp 129-131° C. (hexanes); ... Starting materials: OC1=CC(=C(C=O)C=C1)OC (4-hydroxy-2-methoxybenzaldehyde), BrCC(=O)OC(C)(C)C (t-butyl bromoacetate), C(=O)([O-])[O-].[K+].[K+] (K2CO3). Solvent: CN(C)C=O (DMF), C(C)(=O)OCC (ethyl acetate). Yields the product C(=O)C1=C(C=C(OCC(=O)OC(C)(C)C)C=C1)OC (t-butyl 4-formyl-3-methoxyphenoxyacetate). Procedure details: A mixture of 4-hydroxy-2-methoxybenzaldehyde (5.23 g; 34.4 mmol), t-butyl bromoacetate (4.9 mL; 30.3 mmol) and K2CO3 (15.1 g; 108.9 mmol) in 50 mL of DMF was stirred at room temperature for 16 hours. The reaction mixture was diluted with ethyl acetate, filtered, and partitioned between ethyl acetate and 1 N HCl. The organic phase was washed (sat. NaCl) and dried (MgSO4), and concentrated to give 17.59 g of t-butyl 4-formyl-3-methoxyphenoxyacetate as a white solid. Conditions: time 16 hour. RXN SMILES: [OH:1][C:2]1[CH:9]=[CH:8][C:5]([CH:6]=[O:7])=[C:4]([O:10][CH3:11])[CH:3]=1.Br[CH2:13][C:14]([O:16][C:17]([CH3:20])([CH3:19])[CH3:18])=[O:15].C([O-])([O-])=O.[K+].[K+]>CN(C=O)C.C(OCC)(=O)C>[CH:6]([C:5]1[CH:8]=[CH:9][C:2]([O:1][CH2:13][C:14]([O:16][C:17]([CH3:20])([CH3:19])[CH3:18])=[O:15])=[CH:3][C:4]=1[O:10][CH3:11])=[O:7] |f:2.3.4|. Isolated yield 218.0%. Yields the product Cc1ccccc1-c1cc(S(C)(=O)=O)ncc1C(=O)N(C)Cc1cc(C(F)(F)F)cc(C(F)(F)F)c1. The reactants are O=C([O-])O, CS(=O)[O-], CN(C)C=O, ClCCl, Cc1ccccc1-c1cc(Cl)ncc1C(=O)N(C)Cc1cc(C(F)(F)F)cc(C(F)(F)F)c1, [Na+], [Na+]. As a reaction SMILES: [C:39](=[O:40])([OH:41])[O-:42].[CH3:34][S:35](=[O:36])[O-:37].[CH3:44][N:45]([CH3:46])[CH:47]=[O:48].[Cl:49][CH2:50][Cl:51].[F:1][C:2]([c:3]1[cH:4][c:5]([CH2:6][N:7]([C:8]([c:9]2[cH:10][n:11][c:12]([Cl:22])[cH:13][c:14]2-[c:15]2[c:16]([CH3:21])[cH:17][cH:18][cH:19][cH:20]2)=[O:23])[CH3:24])[cH:25][c:26]([C:28]([F:29])([F:30])[F:31])[cH:27]1)([F:32])[F:33].[Na+:38].[Na+:43]>>[F:1][C:2]([c:3]1[cH:4][c:5]([CH2:6][N:7]([C:8]([c:9]2[cH:10][n:11][c:12]([S:35]([CH3:34])(=[O:36])=[O:37])[cH:13][c:14]2-[c:15]2[c:16]([CH3:21])[cH:17][cH:18][cH:19][cH:20]2)=[O:23])[CH3:24])[cH:25][c:26]([C:28]([F:29])([F:30])[F:31])[cH:27]1)([F:32])[F:33]. RXN SMILES: [CH3:1][O:2][CH2:3][O:4][C:5]1[C:29]([CH3:30])=[CH:28][C:8]([O:9][C:10]2[CH:11]=[CH:12][C:13]([N+:25]([O-])=O)=[C:14]([N:16]([CH3:24])[C:17](=[O:23])[O:18][C:19]([CH3:22])([CH3:21])[CH3:20])[CH:15]=2)=[C:7]([CH3:31])[C:6]=1[CH3:32]>[Pd].CO>[NH2:25][C:13]1[CH:12]=[CH:11][C:10]([O:9][C:8]2[CH:28]=[C:29]([CH3:30])[C:5]([O:4][CH2:3][O:2][CH3:1])=[C:6]([CH3:32])[C:7]=2[CH3:31])=[CH:15][C:14]=1[N:16]([CH3:24])[C:17](=[O:23])[O:18][C:19]([CH3:20])([CH3:21])[CH3:22]. The reactants are COCOC1=C(C(=C(OC=2C=CC(=C(C2)N(C(OC(C)(C)C)=O)C)[N+](=O)[O-])C=C1C)C)C (t-butyl N-[5-(4-methoxymethoxy-2,3,5-trimethylphenoxy)-2-nitrophenyl]-N-methylcarbamate). The product is NC1=C(C=C(C=C1)OC1=C(C(=C(C(=C1)C)OCOC)C)C)N(C(OC(C)(C)C)=O)C (t-Butyl N-[2-amino-5-(4-methoxymethoxy-2,3,5-trimethylphenoxy)phenyl]N-methylcarbamate). The reagents and catalysts are [Pd] (palladium on carbon). Isolated yield 98.7%. Run at time 8 hour. Solvent: CO (methanol). Reported procedure: A mixture of 57.0 g of t-butyl N-[5-(4-methoxymethoxy-2,3,5-trimethylphenoxy)-2-nitrophenyl]-N-methylcarbamate, 3 g of 10% palladium on carbon and 500 ml of methanol was vigorously stirred at room temperature for 8 hours under a hydrogen atmosphere. The palladium on carbon in the reaction mixture was filtered off and the filtrate was concentrated by evaporation. The residue was purified by chromatography through a silica gel column (eluting solvent: n-hexane/ethyl acetate=3/1), whereby 52.5 g of... The reactants are BrCCCCl (1-Bromo-3-chloropropane), OC=1C=C2C=C(C(N(C2=CC1)C)=O)C=1N=NN(N1)CC1=CC(=CC=C1)OCC1=NC2=CC=CC=C2C=C1 (6-hydroxy-1-methyl-3-{2-[3-(2-quinolylmethoxy)benzyl]tetrazolyl}quinolin-2-one), C([O-])([O-])=O.[K+].[K+] (potassium carbonate), resultant mixture. The solvent is CN(C)C=O (DMF). Run at temperature 60 celsius, time 4 hour. Yields the product ClCCCOC=1C=C2C=C(C(N(C2=CC1)C)=O)C=1N=NN(N1)CC1=CC(=CC=C1)OCC1=NC2=CC=CC=C2C=C1 (6-(3-chloropropyl)oxy-1-methyl-3-{2-[3-(2-quinolylmethoxy)benzyl]tetrazolyl}quinolin-2-one). Isolated yield 92.2%. Reaction SMILES: [OH:1][C:2]1[CH:3]=[C:4]2[C:9](=[CH:10][CH:11]=1)[N:8]([CH3:12])[C:7](=[O:13])[C:6]([C:14]1[N:15]=[N:16][N:17]([CH2:19][C:20]3[CH:25]=[CH:24][CH:23]=[C:22]([O:26][CH2:27][C:28]4[CH:37]=[CH:36][C:35]5[C:30](=[CH:31][CH:32]=[CH:33][CH:34]=5)[N:29]=4)[CH:21]=3)[N:18]=1)=[CH:5]2.C(=O)([O-])[O-].[K+].[K+].Br[CH2:45][CH2:46][CH2:47][Cl:48]>CN(C=O)C>[Cl:48][CH2:47][CH2:46][CH2:45][O:1][C:2]1[CH:3]=[C:4]2[C:9](=[CH:10][CH:11]=1)[N:8]([CH3:12])[C:7](=[O:13])[C:6]([C:14]1[N:15]=[N:16][N:17]([CH2:19][C:20]3[CH:25]=[CH:24][CH:23]=[C:22]([O:26][CH2:27][C:28]4[CH:37]=[CH:36][C:35]5[C:30](=[CH:31][CH:32]=[CH:33][CH:34]=5)[N:29]=4)[CH:21]=3)[N:18]=1)=[CH:5]2 |f:1.2.3|. Reported procedure: To a mixture of 6-hydroxy-1-methyl-3-{2-[3-(2-quinolylmethoxy)benzyl]tetrazolyl}quinolin-2-one (600 mg, 1.22 mmol) and potassium carbonate (337 mg, 2.44 mmol), was added DMF (100 ml), and the resultant mixture was stirred. 1-Bromo-3-chloropropane (578 mg, 3.64 mmol) was then added thereto, followed by stirring at a bath temperature of 60° C. for four hours. The reaction mixture was concentrated under reduced pressure, and water was added thereto, followed by extraction with a mixture of chlorofo... Reactants: ClC1=CC=C(C=C1)N1CC2(CCN(CC2)C)C2=CC=CC=C12 (1-(4-chlorophenyl)-1'-methylspiro[indoline-3,4'-piperidine]), N#CBr (cyanogen bromide), C([O-])([O-])=O.[K+].[K+] (potassium carbonate). Run in ClCCl (dichloromethane). Run at time 2 hour. Yields the product ClC1=CC=C(C=C1)N1CC2(CCN(CC2)C#N)C2=CC=CC=C12 (1-(4-chlorophenyl)-1'-cyanospiro[indoline-3,4'-piperidine]). RXN SMILES: [Cl:1][C:2]1[CH:7]=[CH:6][C:5]([N:8]2[C:22]3[C:17](=[CH:18][CH:19]=[CH:20][CH:21]=3)[C:10]3([CH2:15][CH2:14][N:13]([CH3:16])[CH2:12][CH2:11]3)[CH2:9]2)=[CH:4][CH:3]=1.[N:23]#CBr.C(=O)([O-])[O-].[K+].[K+]>ClCCl>[Cl:1][C:2]1[CH:3]=[CH:4][C:5]([N:8]2[C:22]3[C:17](=[CH:18][CH:19]=[CH:20][CH:21]=3)[C:10]3([CH2:15][CH2:14][N:13]([C:16]#[N:23])[CH2:12][CH2:11]3)[CH2:9]2)=[CH:6][CH:7]=1 |f:2.3.4|. Procedure details: A mixture of 0.95 g of 1-(4-chlorophenyl)-1'-methylspiro[indoline-3,4'-piperidine] (Example 2), 0.42 g of cyanogen bromide and 1 g of potassium carbonate in 25 ml of dichloromethane is stirred at ambient temperature for two hours. The reaction mixture is filtered and the filtrate concentrated to dryness leaving an oily residue which is crystallized from an acetone-hexane mixture leaving colorless crystals, mp 178.5°-180° C. of 1-(4-chlorophenyl)-1'-cyanospiro[indoline-3,4'-piperidine].